This data is from the Open Reaction Database (ORD), a public repository of structured organic reaction records. The task is: describe an organic reaction: reactants, conditions, products, and yield Starting materials: ClC1=C2C=C(N(C2=CC=C1)C)C(=O)OC (methyl 4-chloro-1-methyl-2-indolecarboxylate), Cl.NC(=N)N (guanidine hydrochloride), C[O-].[Na+] (sodium methoxide). Run in CO (methanol). Product: Cl.ClC1=C2C=C(NC2=CC=C1)C(=O)N=C(NC)N (4-chloro-1-methyl-2-indoloylguanidine hydrochloride). Yield: 82.6%. Reaction SMILES: [Cl:1][C:2]1[CH:10]=[CH:9][CH:8]=[C:7]2[C:3]=1[CH:4]=[C:5]([C:12]([O:14]C)=O)[N:6]2C.Cl.[NH2:17][C:18]([NH2:20])=[NH:19].[CH3:21][O-].[Na+]>CO>[ClH:1].[Cl:1][C:2]1[CH:10]=[CH:9][CH:8]=[C:7]2[C:3]=1[CH:4]=[C:5]([C:12]([N:19]=[C:18]([NH2:20])[NH:17][CH3:21])=[O:14])[NH:6]2 |f:1.2,3.4,6.7|. Reported procedure: The reaction was carried out in a manner similar to Example 1 except for using 2.00 g (8.94 mmol) of methyl 4-chloro-1-methyl-2-indolecarboxylate, 8.54 g (89.4 mmol) of guanidine hydrochloride and 50 ml of a methanol solution of 4.83 g (89.4 mmol) of sodium methoxide. Thus 1.06 g (41.3%) of 4-chloro-1-methyl-2-indoloylguanidine hydrochloride was obtained. Starting materials: CN(C)C=O, [Cl-], CSc1nsc(Cl)n1, OCc1ccc(F)cc1, [H-], [Na+], [Na+]. The product is CSc1nsc(OCc2ccc(F)cc2)n1. RXN SMILES: [CH3:22][N:23]([CH3:24])[CH:25]=[O:26].[Cl-:21].[Cl:1][c:2]1[n:3][c:4]([S:7][CH3:8])[n:5][s:6]1.[F:9][c:10]1[cH:11][cH:12][c:13]([CH2:14][OH:15])[cH:16][cH:17]1.[H-:18].[Na+:19].[Na+:20]>>[c:2]1([O:15][CH2:14][c:13]2[cH:12][cH:11][c:10]([F:9])[cH:17][cH:16]2)[n:3][c:4]([S:7][CH3:8])[n:5][s:6]1. The reactants are NC(=C(C(=O)OC)C(=O)C1=CC=C(C=C1)F)C(C)C (methyl 3-amino-2-[1-(4-fluorophenyl)methanoyl]-4-methylpent-2-enoate), CNS(=O)(=O)C (N-methylmethanesulphonamide), C(C)(C)(C)O (tert-butanol), C(#N)N(S(=O)(=O)C)C (N-cyano-N-methylmethanesulphonamide), CC(C)([O-])C.[Na+] (sodium tert-butoxide), ice water. Reaction conditions: time 4 hour. The product is FC1=CC=C(C=C1)C1=NC(=NC(=C1C(=O)OC)C(C)C)N(C)S(=O)(=O)C (methyl 4-(4-fluorophenyl)-6-isopropyl-2-(N-methanesulphonyl-N-methylamino)pyrimidine-5-carboxylate). Yield: 44.8%. RXN SMILES: [NH2:1][C:2]([CH:17]([CH3:19])[CH3:18])=[C:3]([C:8]([C:10]1[CH:15]=[CH:14][C:13]([F:16])=[CH:12][CH:11]=1)=O)[C:4]([O:6][CH3:7])=[O:5].CNS(C)(=O)=O.C(O)(C)(C)C.[C:31]([N:33]([CH3:38])[S:34]([CH3:37])(=[O:36])=[O:35])#[N:32].CC(C)([O-])C.[Na+]>>[F:16][C:13]1[CH:14]=[CH:15][C:10]([C:8]2[C:3]([C:4]([O:6][CH3:7])=[O:5])=[C:2]([CH:17]([CH3:19])[CH3:18])[N:1]=[C:31]([N:33]([S:34]([CH3:37])(=[O:36])=[O:35])[CH3:38])[N:32]=2)=[CH:11][CH:12]=1 |f:4.5|. Procedure details: 2.50 g (9.42 mmol) of methyl 3-amino-2-[1-(4-fluorophenyl)methanoyl]-4-methylpent-2-enoate were introduced into 2.08 g (28.3 mmol) of N-methylmethanesulphonamide and 3.49 g (47.1 mmol) of tert-butanol together with 3.79 g (28.3 mmol) of N-cyano-N-methylmethanesulphonamide. 1.87 g (18.8 mmol) of sodium tert-butoxide were added to this suspension at room temperature after the course of 15 min (exothermic). After 4 h at 76° C., the reaction suspension was poured onto 20 g of ice water. The suspensi... The reactants are Cl (hydrogen chloride), C(C)OC(CCCN)OCC (4,4-diethoxybutylamine), C1=CC=CC=C1 (benzene), C1(=CC=CC2=CC=CC=C12)C(CO)CO (2-(naphthalen-1-yl)propane-1,3-diol), C1=CC=CC=C1 (benzene). The reagents and catalysts are C1(=CC=C(C=C1)S(=O)(=O)O)C (paratoluenesulphonic acid). Conditions: time 4 hour. Product: Cl.NC(CC1OCC(CO1)C1=CC=CC2=CC=CC=C12)C (2-Aminopropyl-5-(naphthalen-1-yl)-1,3-dioxane, hydrochloride). Reaction SMILES: [ClH:1].C(OC(OCC)[CH2:6][CH2:7][CH2:8][NH2:9])C.[C:13]1([CH:23]([CH2:26][OH:27])[CH2:24][OH:25])[C:22]2[C:17](=[CH:18][CH:19]=[CH:20][CH:21]=2)[CH:16]=[CH:15][CH:14]=1.[CH:28]1C=CC=CC=1>C1(C)C=CC(S(O)(=O)=O)=CC=1>[ClH:1].[NH2:9][CH:8]([CH3:28])[CH2:7][CH:6]1[O:25][CH2:24][CH:23]([C:13]2[C:22]3[C:17](=[CH:18][CH:19]=[CH:20][CH:21]=3)[CH:16]=[CH:15][CH:14]=2)[CH2:26][O:27]1 |f:5.6|. Procedure details: Sufficient ethereal hydrogen chloride is added to 4 g (25 mmol) of 4,4-diethoxybutylamine in 500 ml of benzene to precipitate all the hydrochloride. 4 g (20 mmol) of 2-(naphthalen-1-yl)propane-1,3-diol in 200 ml of benzene and 100 mg of paratoluenesulphonic acid are then added, and the mixture is evaporated to dryness in a bath at 100° C. A further 700 ml of benzene are added, the mixture is evaporated under the same conditions, and the residue is then placed in vacuo at 100 C for 4 h. It is rec... Starting materials: COC(=O)C=1C(=C2C=C(C(N(C2=C(N1)Br)CC1=CC=CC=C1)=O)C=1C=NC=CC1)O (1-benzyl-8-bromo-5-hydroxy-2-oxo-3-pyridin-3-yl-1,2-dihydro-[1,7]naphthyridine-6-carboxylic acid methyl ester), C(CCC)[Sn](C=1C=NC=CC1)(CCCC)CCCC (3-tributylstannanyl-pyridine), CCOC(=O)C (EtOAc), Cl (HCl). The reagents and catalysts are Cl[Pd]([P](C1=CC=CC=C1)(C2=CC=CC=C2)C3=CC=CC=C3)([P](C4=CC=CC=C4)(C5=CC=CC=C5)C6=CC=CC=C6)Cl (PdCl2(PPh3)2). The solvent is CN(C)C=O (DMF), [Cl-].[Na+].O (brine). Reaction conditions: temperature 120 celsius. Yields the product COC(=O)C=1C(=C2C=C(C(N(C2=C(N1)C=1C=NC=CC1)CC1=CC=CC=C1)=O)C=1C=NC=CC1)O (1-Benzyl-5-hydroxy-2-oxo-3,8-di-pyridin-3-yl-1,2-dihydro-[1,7]naphthyridine-6-carboxylic acid methyl ester). The yield is 45.1%. As a reaction SMILES: [CH3:1][O:2][C:3]([C:5]1[C:6]([OH:30])=[C:7]2[C:12](=[C:13](Br)[N:14]=1)[N:11]([CH2:16][C:17]1[CH:22]=[CH:21][CH:20]=[CH:19][CH:18]=1)[C:10](=[O:23])[C:9]([C:24]1[CH:25]=[N:26][CH:27]=[CH:28][CH:29]=1)=[CH:8]2)=[O:4].C([Sn](CCCC)(CCCC)[C:36]1[CH:37]=[N:38][CH:39]=[CH:40][CH:41]=1)CCC.CCOC(C)=O.Cl>CN(C=O)C.[Cl-].[Na+].O.Cl[Pd](Cl)([P](C1C=CC=CC=1)(C1C=CC=CC=1)C1C=CC=CC=1)[P](C1C=CC=CC=1)(C1C=CC=CC=1)C1C=CC=CC=1>[CH3:1][O:2][C:3]([C:5]1[C:6]([OH:30])=[C:7]2[C:12](=[C:13]([C:36]3[CH:37]=[N:38][CH:39]=[CH:40][CH:41]=3)[N:14]=1)[N:11]([CH2:16][C:17]1[CH:22]=[CH:21][CH:20]=[CH:19][CH:18]=1)[C:10](=[O:23])[C:9]([C:24]1[CH:25]=[N:26][CH:27]=[CH:28][CH:29]=1)=[CH:8]2)=[O:4] |f:5.6.7,^1:67,86|. Procedure: A mixture of 1-benzyl-8-bromo-5-hydroxy-2-oxo-3-pyridin-3-yl-1,2-dihydro-[1,7]naphthyridine-6-carboxylic acid methyl ester (40 mg, 0.086 mmol), 3-tributylstannanyl-pyridine (0.040 mL, 0.13 mmol) and PdCl2(PPh3)2 (12 mg, 0.017 mmol) in 3 mL of DMF was heated at 120° C. for 3 h under nitrogen atmosphere. After the mixture was cooled to r.t., EtOAc and brine were added. 1 M HCl was added with stirring until pH was about 3-4. The aqueous layer was extracted with additional EtOAc, and the combined or... The reactants are FC(C1=C(CN2CCC(CC2)\C=C/2\C(=NC(S2)=O)NCC#C)C=CC(=C1)C(F)(F)F)(F)F ((5Z)-5-({1-[2,4-bis(trifluoromethyl)benzyl]piperidin-4-yl}methylidene)-4-(prop-2-yn-1-ylamino)-1,3-thiazol-2(5H)-one), C(CC(O)(C(=O)O)CC(=O)O)(=O)O (citric acid). Solvent: C(C)O (ethanol). Conditions: temperature 80 celsius, time 20 minute. Yields the product C(CC(O)(C(=O)O)CC(=O)O)(=O)O.FC(C1=C(CN2CCC(CC2)\C=C/2\C(=NC(S2)=O)NCC#C)C=CC(=C1)C(F)(F)F)(F)F ((5Z)-5-({1-[2,4-bis(trifluoromethyl)benzyl]piperidin-4-yl}methylidene)-4-(prop-2-yn-1-ylamino)-1,3-thiazol-2(5H)-one citrate). Isolated yield 87.1%. As a reaction SMILES: [F:1][C:2]([F:32])([F:31])[C:3]1[CH:26]=[C:25]([C:27]([F:30])([F:29])[F:28])[CH:24]=[CH:23][C:4]=1[CH2:5][N:6]1[CH2:11][CH2:10][CH:9](/[CH:12]=[C:13]2/[C:14]([NH:19][CH2:20][C:21]#[CH:22])=[N:15][C:16](=[O:18])[S:17]/2)[CH2:8][CH2:7]1.[C:33]([OH:45])(=[O:44])[CH2:34][C:35]([CH2:40][C:41]([OH:43])=[O:42])([C:37]([OH:39])=[O:38])[OH:36]>C(O)C>[C:33]([OH:45])(=[O:44])[CH2:34][C:35]([CH2:40][C:41]([OH:43])=[O:42])([C:37]([OH:39])=[O:38])[OH:36].[F:32][C:2]([F:1])([F:31])[C:3]1[CH:26]=[C:25]([C:27]([F:29])([F:30])[F:28])[CH:24]=[CH:23][C:4]=1[CH2:5][N:6]1[CH2:7][CH2:8][CH:9](/[CH:12]=[C:13]2/[C:14]([NH:19][CH2:20][C:21]#[CH:22])=[N:15][C:16](=[O:18])[S:17]/2)[CH2:10][CH2:11]1 |f:3.4|. Procedure details: To a solution of (5Z)-5-({1-[2,4-bis(trifluoromethyl)benzyl]piperidin-4-yl}methylidene)-4-(prop-2-yn-1-ylamino)-1,3-thiazol-2(5H)-one (1 g) in ethanol (15 mL) was added citric acid (0.40 g). The reaction mixture was stirred at 80° C. for 20 min, the solvent was evaporated under reduced pressure, and the residue was recrystallized from 2-propanol/heptane to give the title compound (1.21 g).